This data is from the Open Reaction Database (ORD), a public repository of structured organic reaction records. The task is: describe an organic reaction: reactants, conditions, products, and yield The reactants are O=C=NCc1ccc(Cl)c(Cl)c1, Nc1ccc(N2CCN(C(=O)c3ccccc3C(F)(F)F)CC2)nn1. Yields the product O=C(NCc1ccc(Cl)c(Cl)c1)Nc1ccc(N2CCN(C(=O)c3ccccc3C(F)(F)F)CC2)nn1. Reaction SMILES: [Cl:1][c:2]1[cH:3][c:4]([CH2:5][N:6]=[C:7]=[O:8])[cH:9][cH:10][c:11]1[Cl:12].[NH2:13][c:14]1[cH:15][cH:16][c:17]([N:20]2[CH2:21][CH2:22][N:23]([C:26](=[O:27])[c:28]3[c:29]([C:34]([F:35])([F:36])[F:37])[cH:30][cH:31][cH:32][cH:33]3)[CH2:24][CH2:25]2)[n:18][n:19]1>>[Cl:1][c:2]1[cH:3][c:4]([CH2:5][NH:6][C:7](=[O:8])[NH:13][c:14]2[cH:15][cH:16][c:17]([N:20]3[CH2:21][CH2:22][N:23]([C:26](=[O:27])[c:28]4[c:29]([C:34]([F:35])([F:36])[F:37])[cH:30][cH:31][cH:32][cH:33]4)[CH2:24][CH2:25]3)[n:18][n:19]2)[cH:9][cH:10][c:11]1[Cl:12]. Starting materials: ClCCl, ClCCCl, CN(C)C, Cl, Nc1ncc(C(=O)c2ccccc2)o1, CCCC(NC(=O)Cc1cccc(Oc2ccccc2)c1)C(=O)O. The product is CCCC(NC(=O)Cc1cccc(Oc2ccccc2)c1)C(=O)Nc1ncc(C(=O)c2ccccc2)o1. RXN SMILES: [CH2:44]([Cl:45])[Cl:46].[CH2:47]([Cl:48])[CH2:49][Cl:50].[CH3:40][N:41]([CH3:42])[CH3:43].[ClH:39].[NH2:25][c:26]1[o:27][c:28]([C:31](=[O:32])[c:33]2[cH:34][cH:35][cH:36][cH:37][cH:38]2)[cH:29][n:30]1.[O:1]([c:2]1[cH:3][cH:4][cH:5][cH:6][cH:7]1)[c:8]1[cH:9][c:10]([CH2:14][C:15](=[O:16])[NH:17][CH:18]([C:19](=[O:20])[OH:21])[CH2:22][CH2:23][CH3:24])[cH:11][cH:12][cH:13]1>>[O:1]([c:2]1[cH:3][cH:4][cH:5][cH:6][cH:7]1)[c:8]1[cH:9][c:10]([CH2:14][C:15](=[O:16])[NH:17][CH:18]([C:19](=[O:21])[NH:25][c:26]2[o:27][c:28]([C:31](=[O:32])[c:33]3[cH:34][cH:35][cH:36][cH:37][cH:38]3)[cH:29][n:30]2)[CH2:22][CH2:23][CH3:24])[cH:11][cH:12][cH:13]1. Reactants: O=C([O-])[O-], CS(C)=O, CS(=O)(=O)c1ccc(CCl)cc1, [K+], [K+], O, O=C1c2ccccc2C(=O)N1O. Yields the product CS(=O)(=O)c1ccc(CON2C(=O)c3ccccc3C2=O)cc1. RXN SMILES: [C:29](=[O:30])([O-:31])[O-:32].[CH3:13][S:14]([CH3:15])=[O:16].[Cl:1][CH2:2][c:3]1[cH:4][cH:5][c:6]([S:9](=[O:10])(=[O:11])[CH3:12])[cH:7][cH:8]1.[K+:33].[K+:34].[OH2:35].[OH:17][N:18]1[C:19](=[O:28])[c:20]2[c:21]([cH:24][cH:25][cH:26][cH:27]2)[C:22]1=[O:23]>>[CH2:2]([c:3]1[cH:4][cH:5][c:6]([S:9](=[O:10])(=[O:11])[CH3:12])[cH:7][cH:8]1)[O:17][N:18]1[C:19](=[O:28])[c:20]2[c:21]([cH:24][cH:25][cH:26][cH:27]2)[C:22]1=[O:23]. Starting materials: C(C)(=O)OCC (ethyl acetate), C1(CC1)N(C(C1=CC=C(C=C1)C1=CN=CO1)=O)C1CCNCC1 (N-cyclopropyl-4-oxazol-5-yl-N-piperidin-4-yl-benzamide), ClC1=NC=C(N=C1)C (2-chloro-5-methyl-pyrazine), C([O-])([O-])=O.[Cs+].[Cs+] (cesium carbonate). The solvent is O (water), CN(C=O)C (N,N-dimethylformamide). Run at temperature 80 celsius, time 3 day. The product is C1(CC1)N(C(C1=CC=C(C=C1)C1=CN=CO1)=O)C1CCN(CC1)C1=NC=C(N=C1)C (N-Cyclopropyl-N-[1-(5-methyl-pyrazin-2-yl)-piperidin-4-yl]-4-oxazol-5-yl-benzamide). RXN SMILES: [CH:1]1([N:4]([CH:18]2[CH2:23][CH2:22][NH:21][CH2:20][CH2:19]2)[C:5](=[O:17])[C:6]2[CH:11]=[CH:10][C:9]([C:12]3[O:16][CH:15]=[N:14][CH:13]=3)=[CH:8][CH:7]=2)[CH2:3][CH2:2]1.Cl[C:25]1[CH:30]=[N:29][C:28]([CH3:31])=[CH:27][N:26]=1.C(=O)([O-])[O-].[Cs+].[Cs+].C(OCC)(=O)C>CN(C)C=O.O>[CH:1]1([N:4]([CH:18]2[CH2:23][CH2:22][N:21]([C:25]3[CH:30]=[N:29][C:28]([CH3:31])=[CH:27][N:26]=3)[CH2:20][CH2:19]2)[C:5](=[O:17])[C:6]2[CH:7]=[CH:8][C:9]([C:12]3[O:16][CH:15]=[N:14][CH:13]=3)=[CH:10][CH:11]=2)[CH2:3][CH2:2]1 |f:2.3.4|. Procedure details: A mixture of N-cyclopropyl-4-oxazol-5-yl-N-piperidin-4-yl-benzamide (600 mg), 2-chloro-5-methyl-pyrazine (100 mg), and cesium carbonate (300 mg) in N,N-dimethylformamide (10 mL) is stirred for 3 days at 80° C. After cooling to room temperature ethyl acetate and water are added. The organic phase is separated, washed with water and brine, dried over MgSO4, and concentrated in vacuo. The residue is chromatographed on silica gel (ethyl acetate/methanol 7:3) to give the title compound. LC (method 1)... Starting materials: BrC1=CC=C(C=C1)SC(F)(F)F ((4-bromophenyl)(trifluoromethyl)sulfane), OS(=O)(=O)O (H2SO4), O (H2O), ice water. The reagents and catalysts are [O-2].[O-2].[O-2].[Cr+6] (Chromium trioxide). Conditions: time 2 hour. Product: BrC1=CC=C(C=C1)S(=O)(=O)C(F)(F)F (1-bromo-4-((trifluoromethyl)sulfonyl)benzene). As a reaction SMILES: [Br:1][C:2]1[CH:7]=[CH:6][C:5]([S:8][C:9]([F:12])([F:11])[F:10])=[CH:4][CH:3]=1.[OH:13]S(O)(=O)=O.[OH2:18]>[O-2].[O-2].[O-2].[Cr+6]>[Br:1][C:2]1[CH:3]=[CH:4][C:5]([S:8]([C:9]([F:12])([F:10])[F:11])(=[O:13])=[O:18])=[CH:6][CH:7]=1 |f:3.4.5.6|. Reported procedure: Chromium trioxide (1.2 g, 11.7 mmol) was added to a solution of (4-bromophenyl)(trifluoromethyl)sulfane (1.5 g, 5.83 mmol), concentrated H2SO4 (6 mL), and H2O (10 mL). After stirring at rt for 2 h, the reaction mixture was poured into ice-water and extracted with EtOAc (3×60 mL). The combined organic layers were dried (MgSO4), concentrated, and purified by column chromatography on silica gel (EtOAc/petroleum ether=1:100) to give 960 mg of 1-bromo-4-((trifluoromethyl)sulfonyl)benzene as a white s... Procedure details: 6-(2-Imidazol-1-yl-ethoxy)-2-pyrrolo[1,2-a]pyrazin-3-yl-chromen-4-one oxime, hydrochloride was prepared in 13% overall yield using the method described in example 123, starting from 6-Hydroxy-2-pyrrolo[1,2-a]pyrazin-3-yl-chromen-4-one O-tert-butyl-oxime (example 123B) and 1-(2-Chloro-ethyl)-1H-imidazole hydrochloride. Reactants: C(C)(C)(C)ON=C1C=C(OC2=CC=C(C=C12)O)C=1N=CC=2N(C1)C=CC2 (6-Hydroxy-2-pyrrolo[1,2-a]pyrazin-3-yl-chromen-4-one O-tert-butyl-oxime), Cl.ClCCN1C=NC=C1 (1-(2-Chloro-ethyl)-1H-imidazole hydrochloride). The product is Cl.N1(C=NC=C1)CCOC=1C=C2C(C=C(OC2=CC1)C=1N=CC=2N(C1)C=CC2)=NO (6-(2-Imidazol-1-yl-ethoxy)-2-pyrrolo[1,2-a]pyrazin-3-yl-chromen-4-one oxime, hydrochloride). RXN SMILES: C([O:5][N:6]=[C:7]1[C:16]2[C:11](=[CH:12][CH:13]=[C:14]([OH:17])[CH:15]=2)[O:10][C:9]([C:18]2[N:19]=[CH:20][C:21]3[N:22]([CH:24]=[CH:25][CH:26]=3)[CH:23]=2)=[CH:8]1)(C)(C)C.Cl.[Cl:28][CH2:29][CH2:30][N:31]1[CH:35]=[CH:34][N:33]=[CH:32]1>>[ClH:28].[N:31]1([CH2:30][CH2:29][O:17][C:14]2[CH:15]=[C:16]3[C:11](=[CH:12][CH:13]=2)[O:10][C:9]([C:18]2[N:19]=[CH:20][C:21]4[N:22]([CH:24]=[CH:25][CH:26]=4)[CH:23]=2)=[CH:8][C:7]3=[N:6][OH:5])[CH:35]=[CH:34][N:33]=[CH:32]1 |f:1.2,3.4|. The reactants are N1CCNCCNCC1 (1,4,7-triazacyclononane), ClCCC(=O)O (3-chloropropionic acid). Yields the product C(=O)(O)CCN1CCN(CCN(CC1)CCC(=O)O)CCC(=O)O (N,N′,N″-Tris(carboxyethyl)-1,4,7-triazacyclononane). As a reaction SMILES: [NH:1]1[CH2:9][CH2:8][NH:7][CH2:6][CH2:5][NH:4][CH2:3][CH2:2]1.Cl[CH2:11][CH2:12][C:13]([OH:15])=[O:14]>>[C:13]([CH2:12][CH2:11][N:1]1[CH2:9][CH2:8][N:7]([CH2:11][CH2:12][C:13]([OH:15])=[O:14])[CH2:6][CH2:5][N:4]([CH2:11][CH2:12][C:13]([OH:15])=[O:14])[CH2:3][CH2:2]1)([OH:15])=[O:14]. Procedure: From 1,4,7-triazacyclononane (1.1.3), 3-chloropropionic acid and base. Starting materials: C#CCNC(=O)N1c2ccccc2-c2noc3c2C1CCC3, C1COCCN1, C1CCOC1, Cl[Cu]. Yields the product O=C(NCC#CCN1CCOCC1)N1c2ccccc2-c2noc3c2C1CCC3. RXN SMILES: [CH2:1]([C:2]#[CH:3])[NH:4][C:5](=[O:6])[N:7]1[c:8]2[cH:9][cH:10][cH:11][cH:12][c:13]2-[c:14]2[c:15]3[c:16]([o:21][n:22]2)[CH2:17][CH2:18][CH2:19][CH:20]13.[CH2:23]1[CH2:24][O:25][CH2:26][CH2:27][NH:28]1.[CH2:29]1[O:30][CH2:31][CH2:32][CH2:33]1.[Cu:34][Cl:35]>>[CH2:1]([C:2]#[C:3][CH2:29][N:28]1[CH2:23][CH2:24][O:25][CH2:26][CH2:27]1)[NH:4][C:5](=[O:6])[N:7]1[c:8]2[cH:9][cH:10][cH:11][cH:12][c:13]2-[c:14]2[c:15]3[c:16]([o:21][n:22]2)[CH2:17][CH2:18][CH2:19][CH:20]13. Reactants: C(C)C1(OC(=CC(O1)=O)C)C (2-ethyl-2,6-dimethyl-4H-1,3-dioxin-4-one), N1C(CCCC1)=CC(=O)OC (methyl α-(hexahydro-2-pyridinylidene)acetate). The solvent is C=1(C(=CC=CC1)C)C (xylene), C=1(C(=CC=CC1)C)C (xylene). Reaction conditions: time 20 minute. Product: CC1=CC(C(=C2CCCCN12)C(=O)OC)=O (methyl 6,7,8,9-tetrahydro-4-methyl-2-oxo-2H-quinolizine-1-carboxylate). Yield: 93.0%. Reaction SMILES: [NH:1]1[CH2:6][CH2:5][CH2:4][CH2:3][C:2]1=[CH:7][C:8]([O:10][CH3:11])=[O:9].C(C1(C)[O:19][C:18](=O)[CH:17]=[C:16]([CH3:21])O1)C>C1(C)C(C)=CC=CC=1>[CH3:21][C:16]1[N:1]2[C:2]([CH2:3][CH2:4][CH2:5][CH2:6]2)=[C:7]([C:8]([O:10][CH3:11])=[O:9])[C:18](=[O:19])[CH:17]=1. Procedure details: A mixture of 3.10 g of methyl α-(hexahydro-2-pyridinylidene)acetate and 10 ml of xylene was gently refluxed, to which a solution of 7.81 g of 2-ethyl-2,6-dimethyl-4H-1,3-dioxin-4-one in 10 ml of xylene was dropwise added, taking 20 minutes. The mixture was further refluxed for 2 hours, removing the by-product a methyl ethyl ketone through Dean-Stark apparatus. The reaction mixture was cooled to room temperature. The resultant crystals were filtered, washed and dried under reduced pressure to obt... Starting materials: N1(CCOCC1)C1=C(C=CC(=C1)C(F)(F)F)CN1CCN(CC1)C(=O)OC(C)(C)C (tert-butyl 4-[[2-(morpholin-4-yl)-4-(trifluoromethyl)phenyl]methyl]piperazine-1-carboxylate), FC(C(=O)O)(F)F (Trifluoroacetic acid). The solvent is ClCCl (dichloromethane). Reaction conditions: temperature 0 celsius, time 8 hour. The product is N1(CCNCC1)CC1=C(C=C(C=C1)C(F)(F)F)N1CCOCC1 (4-[2-(piperazin-1-ylmethyl)-5-(trifluoromethyl)phenyl]morpholine). The yield is 80.2%. RXN SMILES: [N:1]1([C:7]2[CH:12]=[C:11]([C:13]([F:16])([F:15])[F:14])[CH:10]=[CH:9][C:8]=2[CH2:17][N:18]2[CH2:23][CH2:22][N:21](C(OC(C)(C)C)=O)[CH2:20][CH2:19]2)[CH2:6][CH2:5][O:4][CH2:3][CH2:2]1.FC(F)(F)C(O)=O>ClCCl>[N:18]1([CH2:17][C:8]2[CH:9]=[CH:10][C:11]([C:13]([F:14])([F:15])[F:16])=[CH:12][C:7]=2[N:1]2[CH2:2][CH2:3][O:4][CH2:5][CH2:6]2)[CH2:19][CH2:20][NH:21][CH2:22][CH2:23]1. Procedure details: A 100 mL round-bottom flask was charged with tert-butyl 4-[[2-(morpholin-4-yl)-4-(trifluoromethyl)phenyl]methyl]piperazine-1-carboxylate (1.30 g, 3.03 mmol, 1.00 equiv), dichloromethane (20 mL). The mixture was cooled to 0° C. Trifluoroacetic acid (3 mL) was added dropwise. The resulting solution was stirred overnight at room temperature and concentrated under pressure to yield 0.800 g (crude) of 4-[2-(piperazin-1-ylmethyl)-5-(trifluoromethyl)phenyl]morpholine as a light yellow solid. LCMS (ESI,...